From a dataset of the Open Reaction Database (ORD), a public repository of structured organic reaction records. describe an organic reaction: reactants, conditions, products, and yield The reactants are ketone, N(N)C1=CC(N(C(N1CC(C)C)=O)C)=O (6-hydrazino-1-isobutyl-3-methylpyrimidine-2,4(1H,3H)-dione), ClC=1C=C2C(=CNC2=CC1)C=O (5-chloro-1H-indole-3-carbaldehyde), C(C)(=O)C=1C=C(N(C1)C)C=1N(N=C2N(C(N(C(C21)=O)C)=O)CC(C)C)CC2=CNC1=CC=C(C=C21)Cl (3-(4-acetyl-1-methyl-1H-pyrrol-2-yl)-2-[(5-chloro-1H-indol-3-yl)methyl]-7-isobutyl-5-methyl-2H-pyrazolo[3,4-d]pyrimidine-4,6(5H,7H)-dione), [BH4-].[Na+] (sodium borohydride), C(C)(=O)C=1C=C(N(C1)C)C=O (4-acetyl-1-methyl-1H-pyrrole-2-carbaldehyde), alcohol. The solvent is C1CCOC1 (THF). Reaction conditions: temperature 80 celsius. The product is ClC=1C=C2C(=CNC2=CC1)CN1N=C2N(C(N(C(C2=C1C=1N(C=C(C1)C(C)O)C)=O)C)=O)CC(C)C (2-[(5-chloro-1H-indol-3-yl)methyl]-3-[4-(1-hydroxyethyl)-1-methyl-1H-pyrrol-2-yl]-7-isobutyl-5-methyl-2H-pyrazolo[3,4-d]pyrimidine-4,6(5H,7H)-dione). Reaction SMILES: N(C1N(CC(C)C)C(=O)N(C)C(=O)C=1)N.ClC1C=C2C(=CC=1)NC=C2C=O.C(C1C=C(C=O)N(C)C=1)(=O)C.[C:39]([C:42]1[CH:43]=[C:44]([C:48]2[N:49]([CH2:64][C:65]3[C:73]4[C:68](=[CH:69][CH:70]=[C:71]([Cl:74])[CH:72]=4)[NH:67][CH:66]=3)[N:50]=[C:51]3[C:56]=2[C:55](=[O:57])[N:54]([CH3:58])[C:53](=[O:59])[N:52]3[CH2:60][CH:61]([CH3:63])[CH3:62])[N:45]([CH3:47])[CH:46]=1)(=[O:41])[CH3:40].[BH4-].[Na+]>C1COCC1>[Cl:74][C:71]1[CH:72]=[C:73]2[C:68](=[CH:69][CH:70]=1)[NH:67][CH:66]=[C:65]2[CH2:64][N:49]1[C:48]([C:44]2[N:45]([CH3:47])[CH:46]=[C:42]([CH:39]([OH:41])[CH3:40])[CH:43]=2)=[C:56]2[C:51]([N:52]([CH2:60][CH:61]([CH3:63])[CH3:62])[C:53](=[O:59])[N:54]([CH3:58])[C:55]2=[O:57])=[N:50]1 |f:4.5|. Reported procedure: This compound was made in two steps following the procedure described above, starting with 6-hydrazino-1-isobutyl-3-methylpyrimidine-2,4(1H,3H)-dione, and condensing first 5-chloro-1H-indole-3-carbaldehyde, followed by 4-acetyl-1-methyl-1H-pyrrole-2-carbaldehyde. The isolated 3-(4-acetyl-1-methyl-1H-pyrrol-2-yl)-2-[(5-chloro-1H-indol-3-yl)methyl]-7-isobutyl-5-methyl-2H-pyrazolo[3,4-d]pyrimidine-4,6(5H,7H)-dione was treated sodium borohydride in anhydrous THF and heated at 80° C. for 1 h and the ... Starting materials: CS(=O)(=O)OCCCn1cc(C(c2ccccc2)c2ccccc2)ccc1=O, [K+], [K+], O=C([O-])[O-], CN(C)C=O, O, Oc1cccc(S)c1. Product: O=c1ccc(C(c2ccccc2)c2ccccc2)cn1CCCSc1cccc(O)c1. RXN SMILES: [CH3:15][S:16]([O:17][CH2:20][CH2:21][CH2:22][n:23]1[c:24](=[O:42])[cH:25][cH:26][c:27]([CH:29]([c:30]2[cH:31][cH:32][cH:33][cH:34][cH:35]2)[c:36]2[cH:37][cH:38][cH:39][cH:40][cH:41]2)[cH:28]1)(=[O:18])=[O:19].[K+:10].[K+:9].[O-:11][C:12]([O-:13])=[O:14].[O:44]=[CH:45][N:46]([CH3:47])[CH3:48].[OH2:43].[OH:1][c:2]1[cH:3][c:4]([SH:8])[cH:5][cH:6][cH:7]1>>[OH:1][c:2]1[cH:3][c:4]([S:8][CH2:20][CH2:21][CH2:22][n:23]2[c:24](=[O:42])[cH:25][cH:26][c:27]([CH:29]([c:30]3[cH:31][cH:32][cH:33][cH:34][cH:35]3)[c:36]3[cH:37][cH:38][cH:39][cH:40][cH:41]3)[cH:28]2)[cH:5][cH:6][cH:7]1. The reactants are C1=NC=CC2=CC=CC(=C12)C(=O)O (isoquinoline-8-carboxylic acid), Cl.CNOC (N,O-dimethylhydroxylamine hydrochloride), C1CCC(CC1)N=C=NC2CCCCC2 (DCC). The reagents and catalysts are CN(C)C=1C=CN=CC1 (DMAP). Run in C1CCOC1 (THF). Conditions: time 8 hour. Product: CON(C(=O)C=1C=CC=C2C=CN=CC12)C (N-Methoxy-N-methylisoquinoline-8-carboxamide). RXN SMILES: [CH:1]1[C:10]2[C:5](=[CH:6][CH:7]=[CH:8][C:9]=2[C:11]([OH:13])=O)[CH:4]=[CH:3][N:2]=1.Cl.[CH3:15][NH:16][O:17][CH3:18].C1CCC(N=C=NC2CCCCC2)CC1>CN(C1C=CN=CC=1)C.C1COCC1>[CH3:18][O:17][N:16]([CH3:15])[C:11]([C:9]1[CH:8]=[CH:7][CH:6]=[C:5]2[C:10]=1[CH:1]=[N:2][CH:3]=[CH:4]2)=[O:13] |f:1.2|. Procedure details: Commercially available isoquinoline-8-carboxylic acid (0.4 g, 2.31 mmol), N,O-dimethylhydroxylamine hydrochloride (0.45 g, 4.62 mmol), DMAP (0.28 g, 2.31 mmol), and polymer-supported DCC (0.71 g, 3.46 mmol) were charged in a 50 mL round bottom flask. Then anhydrous THF (23 mL) was added. The reaction was stirred overnight at RT. The reaction mixture was filtered and filtrate was concentrated. Purification by normal phase chromatography (0-50% EtOAc in hexane) yielded N-methoxy-N-methylisoquinoli... The reactants are C(C)(=O)OC1CCCC=2C(=C(C=NC12)C)OCC=C (8-acetoxy-4-allyloxy-3-methyl-5,6,7,8-tetrahydroquinoline), [OH-].[Na+] (sodium hydroxide). Solvent: CO (methanol), O (water), O (water). Yields the product C(C=C)OC1=C(C=NC=2C(CCCC12)O)C (4-allyloxy-8-hydroxy-3-methyl-5,6,7,8-tetrahydroquinoline). RXN SMILES: C([O:4][CH:5]1[C:14]2[N:13]=[CH:12][C:11]([CH3:15])=[C:10]([O:16][CH2:17][CH:18]=[CH2:19])[C:9]=2[CH2:8][CH2:7][CH2:6]1)(=O)C.[OH-].[Na+]>CO.O>[CH2:17]([O:16][C:10]1[C:9]2[CH2:8][CH2:7][CH2:6][CH:5]([OH:4])[C:14]=2[N:13]=[CH:12][C:11]=1[CH3:15])[CH:18]=[CH2:19] |f:1.2|. Procedure: 5.0 Grams of 8-acetoxy-4-allyloxy-3-methyl-5,6,7,8-tetrahydroquinoline was dissolved in 20 ml of methanol. Then a solution prepared by dissolving 2.3 g of sodium hydroxide in 20 ml of water was added thereto, and the mixture was refluxed for 1 hour. After the reaction was completed, methanol was removed by evaporation, and to the residue thus obtained was added water, and was extracted with chloroform. The chloroform layer was washed with an aqueous solution saturated with sodium chloride, then ... Starting materials: CC(C)(F)c1cc(NC(=O)Oc2ccc(Cl)cc2)on1, COc1cc2ncnc(Oc3cccc(N)c3)c2cc1O, CN(C)C=O. Yields the product COc1cc2ncnc(Oc3cccc(NC(=O)Nc4cc(C(C)(C)F)no4)c3)c2cc1O. Reaction SMILES: [F:22][C:23]([CH3:24])([CH3:25])[c:26]1[n:27][o:28][c:29]([NH:31][C:32]([O:33][c:35]2[cH:36][cH:37][c:38]([Cl:39])[cH:40][cH:41]2)=[O:34])[cH:30]1.[NH2:1][c:2]1[cH:3][c:4]([O:5][c:6]2[n:7][cH:8][n:9][c:10]3[cH:11][c:12]([O:17][CH3:18])[c:13]([OH:16])[cH:14][c:15]23)[cH:19][cH:20][cH:21]1.[O:42]=[CH:43][N:44]([CH3:45])[CH3:46]>>[NH:1]([c:2]1[cH:3][c:4]([O:5][c:6]2[n:7][cH:8][n:9][c:10]3[cH:11][c:12]([O:17][CH3:18])[c:13]([OH:16])[cH:14][c:15]23)[cH:19][cH:20][cH:21]1)[C:32]([NH:31][c:29]1[o:28][n:27][c:26]([C:23]([F:22])([CH3:24])[CH3:25])[cH:30]1)=[O:33]. Starting materials: BrC1=CC(=C(NC1=O)C(F)(F)F)C(=O)O (5-bromo-6-oxo-2-(trifluoromethyl)-1,6-dihydropyridine-3-carboxylic acid), S(=O)(Cl)Cl (thionyl chloride), NC[C@H](CN1CCC(CC1)OC1=CC(=C(C=C1)Cl)Cl)O ((2R)-1-amino-3-[4-(3,4-dichlorophenoxy)piperidin-1-yl]propan-2-ol). The solvent is C(C)N(CC)CC (triethylamine). Product: BrC1=CC(=C(NC1=O)C(F)(F)F)C(=O)NC[C@H](CN1CCC(CC1)OC1=CC(=C(C=C1)Cl)Cl)O (5-Bromo-N-{(2R)-3-[4-(3,4-dichlorophenoxy)piperidin-1-yl]-2-hydroxypropyl}-6-oxo-2-(trifluoromethyl)-1,6-dihydropyridine-3-carboxamide). The yield is 46.8%. RXN SMILES: [Br:1][C:2]1[C:7](=[O:8])[NH:6][C:5]([C:9]([F:12])([F:11])[F:10])=[C:4]([C:13]([OH:15])=O)[CH:3]=1.S(Cl)(Cl)=O.[NH2:20][CH2:21][C@@H:22]([OH:39])[CH2:23][N:24]1[CH2:29][CH2:28][CH:27]([O:30][C:31]2[CH:36]=[CH:35][C:34]([Cl:37])=[C:33]([Cl:38])[CH:32]=2)[CH2:26][CH2:25]1>C(N(CC)CC)C>[Br:1][C:2]1[C:7](=[O:8])[NH:6][C:5]([C:9]([F:10])([F:11])[F:12])=[C:4]([C:13]([NH:20][CH2:21][C@@H:22]([OH:39])[CH2:23][N:24]2[CH2:29][CH2:28][CH:27]([O:30][C:31]3[CH:36]=[CH:35][C:34]([Cl:37])=[C:33]([Cl:38])[CH:32]=3)[CH2:26][CH2:25]2)=[O:15])[CH:3]=1. Procedure details: Made by the method of Example 1 using 5-bromo-6-oxo-2-(trifluoromethyl)-1,6-dihydropyridine-3-carboxylic acid (0.10 g), thionyl chloride (2 mL), (2R)-1-amino-3-[4-(3,4-dichlorophenoxy)piperidin-1-yl]propan-2-ol (0.112 g) and triethylamine (0.244 mL) to yield the title compound as a colourless solid (0.096 g).